From a dataset of the Open Reaction Database (ORD), a public repository of structured organic reaction records. describe an organic reaction: reactants, conditions, products, and yield The product is COC(=O)c1ccc(N=C2NC(CC(C)C)CS2)c(C)c1. The reactants are COC(=O)c1ccc(N=C=S)c(C)c1, COC(=O)C(N)CC(C)C, NCCO, CC(C)CC(N)CO. RXN SMILES: [CH3:23][O:24][C:25](=[O:26])[c:27]1[cH:28][c:29]([CH3:36])[c:30]([N:33]=[C:34]=[S:35])[cH:31][cH:32]1.[CH3:9][O:10][C:11](=[O:12])[CH:13]([CH2:14][CH:15]([CH3:16])[CH3:17])[NH2:18].[OH:19][CH2:20][CH2:21][NH2:22].[OH:1][CH2:2][CH:3]([CH2:4][CH:5]([CH3:6])[CH3:7])[NH2:8]>>[CH2:2]1[CH:3]([CH2:4][CH:5]([CH3:6])[CH3:7])[NH:8][C:34](=[N:33][c:30]2[c:29]([CH3:36])[cH:28][c:27]([C:25]([O:24][CH3:23])=[O:26])[cH:32][cH:31]2)[S:35]1. The reactants are COC1=C(C(=O)O)C=CC(=C1)C(F)(F)F (2-methoxy-4-(trifluoromethyl)benzoic acid), NCC=1C=C(CC(C(=O)OCC)CC)C=CC1OC (ethyl 2-[3-(aminomethyl)-4-methoxybenzyl]butanoate). Yields the product COC1=C(C=C(CC(C(=O)O)CC)C=C1)CNC(C1=C(C=C(C=C1)C(F)(F)F)OC)=O (2-[4-methoxy-3-({[2-methoxy-4-(trifluoromethyl)benzoyl]amino}methyl)benzyl]butanoic acid). Yield: 62.6%. RXN SMILES: [CH3:1][O:2][C:3]1[CH:11]=[C:10]([C:12]([F:15])([F:14])[F:13])[CH:9]=[CH:8][C:4]=1[C:5]([OH:7])=O.[NH2:16][CH2:17][C:18]1[CH:19]=[C:20]([CH:30]=[CH:31][C:32]=1[O:33][CH3:34])[CH2:21][CH:22]([CH2:28][CH3:29])[C:23]([O:25]CC)=[O:24]>>[CH3:34][O:33][C:32]1[CH:31]=[CH:30][C:20]([CH2:21][CH:22]([CH2:28][CH3:29])[C:23]([OH:25])=[O:24])=[CH:19][C:18]=1[CH2:17][NH:16][C:5](=[O:7])[C:4]1[CH:8]=[CH:9][C:10]([C:12]([F:15])([F:14])[F:13])=[CH:11][C:3]=1[O:2][CH3:1]. Reported procedure: 0.24 g of 2-methoxy-4-(trifluoromethyl)benzoic acid and 0.3 g of ethyl 2-[3-(aminomethyl)-4-methoxybenzyl]butanoate were treated in the same manners as in Example 19d) and then in Example 19e), to give 0.3 g of 2-[4-methoxy-3-({[2-methoxy-4-(trifluoromethyl)benzoyl]amino}methyl)benzyl]butanoic acid as a pale yellow oil. The reagents and catalysts are [Pd] (Pd/C). The product is CN1N=C(C2=CC=CC=C12)CC1C(N(C2=C(N(C1=O)CC(=O)O)C=CC=C2)C2=CC=CC=C2)=O ({3-[(1-methyl-1H-indazol-3-yl)methyl]-2,4-dioxo-5-phenyl-2,3,4,5-tetrahydro-1H -1,5-benzodiazepin-1-yl}acetic acid). Reaction SMILES: C([O:8][C:9](=[O:47])[CH2:10][N:11]1[C:17]2[CH:18]=[CH:19][CH:20]=[CH:21][C:16]=2[N:15]([C:22]2[CH:27]=[CH:26][CH:25]=[CH:24][CH:23]=2)[C:14](=[O:28])[CH:13]([CH2:29][C:30]2[C:38]3[C:33](=[CH:34][CH:35]=[CH:36][CH:37]=3)[N:32]([C:39](OC(C)(C)C)=O)[N:31]=2)[C:12]1=[O:46])C1C=CC=CC=1>C(OCC)(=O)C.[Pd]>[CH3:39][N:32]1[C:33]2[C:38](=[CH:37][CH:36]=[CH:35][CH:34]=2)[C:30]([CH2:29][CH:13]2[C:12](=[O:46])[N:11]([CH2:10][C:9]([OH:47])=[O:8])[C:17]3[CH:18]=[CH:19][CH:20]=[CH:21][C:16]=3[N:15]([C:22]3[CH:23]=[CH:24][CH:25]=[CH:26][CH:27]=3)[C:14]2=[O:28])=[N:31]1. Reactants: C(C1=CC=CC=C1)OC(CN1C(C(C(N(C2=C1C=CC=C2)C2=CC=CC=C2)=O)CC2=NN(C1=CC=CC=C21)C(=O)OC(C)(C)C)=O)=O (tert-butyl 3-({1-[2-(benzyloxy)-2-oxoethyl]-2,4-dioxo-5-phenyl-2,3,4,5-tetrahydro-1H -1,5-benzodiazepin-3-yl}methyl)-1H-indazole-1-carboxylate). Procedure details: tert-butyl 3-({1-[2-(benzyloxy)-2-oxoethyl]-2,4-dioxo-5-phenyl-2,3,4,5-tetrahydro-1H -1,5-benzodiazepin-3-yl}methyl)-1H-indazole-1-carboxylate (0.6 g, 0.95 mM) were dissolved in 10 ml of ethyl acetate and 50 mg of 10% Pd/C were added. Reaction mixture was hydrogenated at atm. Pressure overnight. Catalyst was removed by filtration and was solvent evaporated under reduced pressure. 0.44 g of product was obtained. Run in C(C)(=O)OCC (ethyl acetate). The yield is 101.8%. Reactants: CC(C)Sc1ccc(S(C)(=O)=O)cc1C(=O)O, Clc1ccc2c(c1)CCNC2. RXN SMILES: [CH:12]([CH3:13])([CH3:14])[S:15][c:16]1[c:17]([C:18](=[O:19])[OH:20])[cH:21][c:22]([S:25](=[O:26])(=[O:27])[CH3:28])[cH:23][cH:24]1.[Cl:1][c:2]1[cH:3][c:4]2[c:9]([cH:10][cH:11]1)[CH2:8][NH:7][CH2:6][CH2:5]2>>[Cl:1][c:2]1[cH:3][c:4]2[c:9]([cH:10][cH:11]1)[CH2:8][N:7]([C:18]([c:17]1[c:16]([S:15][CH:12]([CH3:13])[CH3:14])[cH:24][cH:23][c:22]([S:25](=[O:26])(=[O:27])[CH3:28])[cH:21]1)=[O:19])[CH2:6][CH2:5]2. Yields the product CC(C)Sc1ccc(S(C)(=O)=O)cc1C(=O)N1CCc2cc(Cl)ccc2C1. The product is C(=O)C1=CC=C(O[C@@H](C(=O)OCCCCCC)C)C=C1 (Hexyl (R)-2-(4-formylphenoxy)propanoate). The solvent is CN(C)C=O (DMF), CN(C=O)C (dimethyl formamide), C(=O)(O)[O-].[Na+] (NaHCO3). The yield is 27.3%. Procedure details: Sodium hydride (0.4 mole) was suspended in dimethyl formamide (20 ml). 4-Hydroxybenzaldehyde (0.2 mole) in DMF (50 ml) was added. After the effervesence had subsided, 2-chloropropanoic acid (0.22 mole) was added dropwise. During the addition the reaction temperature rose to 70° C. The mixture was stirred overnight at 110° C. Upon cooling the mixture was diluted with saturated NaHCO3 solution and extracted with ethyl acetate (3×100 ml). The aqueous phase was then acidified with concentrated HCl s... Starting materials: [H-].[Na+] (Sodium hydride), OC1=CC=C(C=O)C=C1 (4-Hydroxybenzaldehyde), ClC(C(=O)O)C (2-chloropropanoic acid). Conditions: temperature 110 celsius, time 8 hour. Reaction SMILES: [H-].[Na+].[OH:3][C:4]1[CH:11]=[CH:10][C:7]([CH:8]=[O:9])=[CH:6][CH:5]=1.Cl[CH:13]([CH3:17])[C:14]([OH:16])=[O:15]>CN(C)C=O.C([O-])(O)=O.[Na+]>[CH:8]([C:7]1[CH:10]=[CH:11][C:4]([O:3][C@H:13]([CH3:17])[C:14]([O:16][CH2:10][CH2:11][CH2:4][CH2:5][CH2:6][CH3:7])=[O:15])=[CH:5][CH:6]=1)=[O:9] |f:0.1,5.6|. Starting materials: Cl.NOC[C@H](C)O ((S)-1-Aminooxy-propan-2-ol hydrochloride), N-N-diisopropylethylamine, CCN=C=NCCCN(C)C (EDCI), C=1C=CC2=C(C1)N=NN2O (HOBt), COC(=O)C1=C(C=2N(C=C1)C=NC2)NC2=C(C=C(C=C2)Br)F (8-(4-bromo-2-fluoro-phenylamino)-imidazo[1,5-a]pyridine-7-carboxylic acid methyl ester), aqueous solution, [OH-].[Na+] (sodium hydroxide). Solvent: IMS, O (water), C(C)#N (acetonitrile), C(=O)O (formic acid). Run at temperature 65 celsius, time 30 minute. Yields the product O[C@H](CONC(=O)C1=C(C=2N(C=C1)C=NC2)NC2=C(C=C(C=C2)Br)F)C (8-(4-Bromo-2-fluoro-phenylamino)-imidazo[1,5-a]pyridine-7-carboxylic acid ((S)-2-hydroxy-propoxy)-amide). The yield is 26.4%. RXN SMILES: CO[C:3]([C:5]1[CH:10]=[CH:9][N:8]2[CH:11]=[N:12][CH:13]=[C:7]2[C:6]=1[NH:14][C:15]1[CH:20]=[CH:19][C:18]([Br:21])=[CH:17][C:16]=1[F:22])=[O:4].[OH-].[Na+].CCN=C=NCCCN(C)C.C1C=CC2N(O)N=NC=2C=1.Cl.[NH2:47][O:48][CH2:49][C@@H:50]([OH:52])[CH3:51]>O.C(#N)C.C(O)=O>[OH:52][C@@H:50]([CH3:51])[CH2:49][O:48][NH:47][C:3]([C:5]1[CH:10]=[CH:9][N:8]2[CH:11]=[N:12][CH:13]=[C:7]2[C:6]=1[NH:14][C:15]1[CH:20]=[CH:19][C:18]([Br:21])=[CH:17][C:16]=1[F:22])=[O:4] |f:1.2,5.6|. Procedure: To a solution of 8-(4-bromo-2-fluoro-phenylamino)-imidazo[1,5-a]pyridine-7-carboxylic acid methyl ester (587 mg, 1.61 mmol) in IMS (20 mL) was added a 1.0 M aqueous solution of sodium hydroxide (1.7 mL, 1.7 mmol). The reaction mixture was heated at 65° C. for 2 hours and then cooled to room temperature and concentrated in vacuo. The resulting residue was azeotroped with toluene, and then suspended in dioxane (15 mL). EDCI (614 mg, 3.2 mmol) and HOBt (432 mg, 3.2 mmol) were then added before the ...